Task: describe an organic reaction: reactants, conditions, products, and yield. Dataset: the Open Reaction Database (ORD), a public repository of structured organic reaction records Reactants: [BH4-].[Na+] (NaBH4), CO (MeOH), NC1=C(C(=O)O)C=CC=N1 (2-Aminonicotinic acid), N1C=C(C=2C1=NC=CC2)C=O (1H-pyrrolo[2,3-b]pyridine-3-carbaldehyde). Run in C1(=CC=CC=C1)C (toluene), O (water). Run at time 10 minute. Product: N1C=C(C=2C1=NC=CC2)CNC2=C(C(=O)O)C=CC=N2 (2-((1H-pyrrolo[2,3-b]pyridin-3-yl)methylamino)nicotinic acid). Reaction SMILES: [NH2:1][C:2]1[N:10]=[CH:9][CH:8]=[CH:7][C:3]=1[C:4]([OH:6])=[O:5].[NH:11]1[C:15]2=[N:16][CH:17]=[CH:18][CH:19]=[C:14]2[C:13]([CH:20]=O)=[CH:12]1.[BH4-].[Na+].CO>C1(C)C=CC=CC=1.O>[NH:11]1[C:15]2=[N:16][CH:17]=[CH:18][CH:19]=[C:14]2[C:13]([CH2:20][NH:1][C:2]2[N:10]=[CH:9][CH:8]=[CH:7][C:3]=2[C:4]([OH:6])=[O:5])=[CH:12]1 |f:2.3|. Procedure details: 2-Aminonicotinic acid (945 mg, 6.85 mmol) was added to a suspension of 1H-pyrrolo[2,3-b]pyridine-3-carbaldehyde (1 g, 6.85 mmol) in toluene (10 mL) under N2 atmosphere. A catalytic amount of tosyl acid was added to above and the mixture was heated to reflux for 3 h. The reaction was cooled to RT and NaBH4 was added. After stirring for 10 min., MeOH (2 ml) was added to above and the reaction was stirred for another 5 h at RT. The mixture was diluted with water and extracted with EtOAc. The aq lay... Starting materials: CN(C)C=O, Cl, N#CCS(=O)(=O)CCC(F)(F)C(F)(F)F, [H-], FC(F)(F)C(F)(F)CCI, [Na+]. Product: N#CC(CCC(F)(F)C(F)(F)F)S(=O)(=O)CCC(F)(F)C(F)(F)F. RXN SMILES: [CH3:29][N:30]([CH3:31])[CH:32]=[O:33].[ClH:28].[F:11][C:12]([CH2:13][CH2:14][S:15](=[O:16])(=[O:17])[CH2:18][C:19]#[N:20])([C:21]([F:22])([F:23])[F:24])[F:25].[H-:26].[I:1][CH2:2][CH2:3][C:4]([C:5]([F:6])([F:7])[F:8])([F:9])[F:10].[Na+:27]>>[CH2:2]([CH2:3][C:4]([C:5]([F:6])([F:7])[F:8])([F:9])[F:10])[CH:18]([S:15]([CH2:14][CH2:13][C:12]([F:11])([C:21]([F:22])([F:23])[F:24])[F:25])(=[O:16])=[O:17])[C:19]#[N:20]. The reactants are O=C(Cc1ccnc(Br)c1)c1ccc(F)cc1, O=C(C(=NO)c1ccnc(Cl)c1)c1ccc(F)cc1. The product is O=C(C(=NO)c1ccnc(Br)c1)c1ccc(F)cc1. As a reaction SMILES: [Br:1][c:2]1[n:3][cH:4][cH:5][c:6]([CH2:8][C:9](=[O:10])[c:11]2[cH:12][cH:13][c:14]([F:17])[cH:15][cH:16]2)[cH:7]1.[Cl:18][c:19]1[cH:20][c:21]([C:22]([C:23]([c:24]2[cH:25][cH:26][c:27]([F:28])[cH:29][cH:30]2)=[O:31])=[N:35][OH:36])[cH:32][cH:33][n:34]1>>[Br:1][c:2]1[n:3][cH:4][cH:5][c:6]([C:8]([C:9](=[O:10])[c:11]2[cH:12][cH:13][c:14]([F:17])[cH:15][cH:16]2)=[N:35][OH:36])[cH:7]1. The reactants are [BH4-], CC(=O)O, [Na+], O=CC(O)C(O)C(O)C(O)CO, O. Yields the product OCC(O)C(O)C(O)C(O)CO. Reaction SMILES: [BH4-:1].[CH3:15][C:16](=[O:17])[OH:18].[Na+:2].[O:3]=[CH:4][CH:5]([OH:6])[CH:7]([OH:8])[CH:9]([OH:10])[CH:11]([OH:12])[CH2:13][OH:14].[OH2:19]>>[OH:3][CH2:4][CH:5]([OH:6])[CH:7]([OH:8])[CH:9]([OH:10])[CH:11]([OH:12])[CH2:13][OH:14]. Starting materials: C(C1=CC=CC=C1)NC(=O)N (benzylurea), O (water), C(C=O)(=O)O (glyoxylic acid). Solvent: C(C)(=O)O (acetic acid), C(C)(=O)O (acetic acid). Conditions: temperature 100 celsius, time 1 hour. Yields the product C(C1=CC=CC=C1)N1C(NC(C1O)=O)=O (1-benzyl-5-hydroxy-imidazoline2,4-dione). As a reaction SMILES: [C:1]([OH:5])(=O)[CH:2]=[O:3].[CH2:6]([NH:13][C:14]([NH2:16])=[O:15])[C:7]1[CH:12]=[CH:11][CH:10]=[CH:9][CH:8]=1.O>C(O)(=O)C>[CH2:6]([N:13]1[CH:1]([OH:5])[C:2](=[O:3])[NH:16][C:14]1=[O:15])[C:7]1[CH:12]=[CH:11][CH:10]=[CH:9][CH:8]=1. Reported procedure: 3000 parts by weight of 50% strength aqueous glyoxylic acid solution and 500 parts by weight of acetic acid (100% strength) are placed in a heatable, stirred apparatus and heated to 100° C. A mixture of 3000 parts by weight of benzylurea, 1300 parts by weight of water and 1500 parts by weight of acetic acid having a temperature of 80° C. is added to this solution over a period of one hour. The total reaction mixture is subsequently stirred at an internal temperature of 100° C. for another hour. ... Procedure details: A mixture of 2-nitrophenyl isothiocyanate (6.00 g, 33 mmol) and monosodium cyanamide (1.92 g, 30 mmol) in dioxane (15 ml) was heated at 85° C. (oil bath) overnight under argon. The reaction was then diluted with dimethylformamide (15 ml). Diisopropylethylamine (2.76 ml, 33 mmol) and 2-amino-3,3-dimethyl butane (2.36 ml, 33 mmol) were added, and the resulting mixture was treated with 1-(3-dimethylaminopropyl)-3-ethylcarbodiimide hydrochloride (7.68 g, 44 mmol). After stirring for 1 hour, the reac... Conditions: temperature 85 celsius, time 1 hour. The solvent is CN(C=O)C (dimethylformamide), O1CCOCC1 (dioxane). Reactants: Cl.CN(CCCN=C=NCC)C (1-(3-dimethylaminopropyl)-3-ethylcarbodiimide hydrochloride), [N+](=O)([O-])C1=C(C=CC=C1)N=C=S (2-nitrophenyl isothiocyanate), N#CN.[Na] (monosodium cyanamide), C(C)(C)N(CC)C(C)C (Diisopropylethylamine), NC(C)C(C)(C)C (2-amino-3,3-dimethyl butane). Yields the product C(#N)N=C(NC1=C(C=CC=C1)[N+](=O)[O-])NC(C(C)(C)C)C (N"-Cyano-N-(2-nitrophenyl)-N'-(l,2,2-trimethylpropyl)guanidine). RXN SMILES: [N+:1]([C:4]1[CH:9]=[CH:8][CH:7]=[CH:6][C:5]=1[N:10]=[C:11]=S)([O-:3])=[O:2].[N:13]#[C:14][NH2:15].[Na].C(N(C(C)C)CC)(C)C.[NH2:26][CH:27]([C:29]([CH3:32])([CH3:31])[CH3:30])[CH3:28].Cl.CN(C)CCCN=C=NCC>O1CCOCC1.CN(C)C=O>[C:14]([N:15]=[C:11]([NH:26][CH:27]([CH3:28])[C:29]([CH3:32])([CH3:31])[CH3:30])[NH:10][C:5]1[CH:6]=[CH:7][CH:8]=[CH:9][C:4]=1[N+:1]([O-:3])=[O:2])#[N:13] |f:1.2,5.6,^1:15|. Isolated yield 57.1%. Starting materials: CS(=O)(=O)Cl, ClCCl, [Na+], CC1(CO)CCCN(CC2COc3ccccc3O2)C1, [OH-]. Yields the product CC1(COS(C)(=O)=O)CCCN(CC2COc3ccccc3O2)C1. RXN SMILES: [CH3:21][S:22]([Cl:23])(=[O:24])=[O:25].[Cl:28][CH2:29][Cl:30].[Na+:27].[O:1]1[CH:2]([CH2:11][N:12]2[CH2:13][C:14]([CH3:18])([CH2:19][OH:20])[CH2:15][CH2:16][CH2:17]2)[CH2:3][O:4][c:5]2[c:6]1[cH:7][cH:8][cH:9][cH:10]2.[OH-:26]>>[O:1]1[CH:2]([CH2:11][N:12]2[CH2:13][C:14]([CH3:18])([CH2:19][O:20][S:22]([CH3:21])(=[O:24])=[O:25])[CH2:15][CH2:16][CH2:17]2)[CH2:3][O:4][c:5]2[c:6]1[cH:7][cH:8][cH:9][cH:10]2. Reactants: CCNCc1ccccn1, Cc1ccc(N(CC(=O)O)S(=O)(=O)c2ncccc2C)cc1. The product is CCN(Cc1ccccn1)C(=O)CN(c1ccc(C)cc1)S(=O)(=O)c1ncccc1C. As a reaction SMILES: [CH2:23]([CH3:24])[NH:25][CH2:26][c:27]1[n:28][cH:29][cH:30][cH:31][cH:32]1.[CH3:1][c:2]1[c:3]([S:8](=[O:9])(=[O:10])[N:11]([c:12]2[cH:13][cH:14][c:15]([CH3:18])[cH:16][cH:17]2)[CH2:19][C:20](=[O:21])[OH:22])[n:4][cH:5][cH:6][cH:7]1>>[CH3:1][c:2]1[c:3]([S:8](=[O:9])(=[O:10])[N:11]([c:12]2[cH:13][cH:14][c:15]([CH3:18])[cH:16][cH:17]2)[CH2:19][C:20](=[O:22])[N:25]([CH2:23][CH3:24])[CH2:26][c:27]2[n:28][cH:29][cH:30][cH:31][cH:32]2)[n:4][cH:5][cH:6][cH:7]1. Reactants: C(=O)(OC(C)(C)C)N1[C@@H](CCC1)CO ((S)-1-BOC-2-pyrrolidinemethanol), C(#N)C=1C=C(C=CC1)O (3-cyanophenol), CCOC(=O)/N=N/C(=O)OCC (DEAD). The solvent is C1CCOC1 (THF). Conditions: time 16 hour. The product is C(=O)(OC(C)(C)C)N1[C@@H](CCC1)COC1=CC(=CC=C1)C#N ((S)-1-BOC-2-(3-cyanophenoxymethyl)pyrrolidine). RXN SMILES: [C:1]([N:8]1[CH2:12][CH2:11][CH2:10][C@H:9]1[CH2:13][OH:14])([O:3][C:4]([CH3:7])([CH3:6])[CH3:5])=[O:2].[C:15]([C:17]1[CH:18]=[C:19](O)[CH:20]=[CH:21][CH:22]=1)#[N:16].CCOC(/N=N/C(OCC)=O)=O>C1COCC1>[C:1]([N:8]1[CH2:12][CH2:11][CH2:10][C@H:9]1[CH2:13][O:14][C:21]1[CH:20]=[CH:19][CH:18]=[C:17]([C:15]#[N:16])[CH:22]=1)([O:3][C:4]([CH3:7])([CH3:6])[CH3:5])=[O:2]. Procedure: A 1.5 g (20 mmol) sample of (S)-1-BOC-2-pyrrolidinemethanol (from Example 1a) and 3.57 g (30 mmol) of 3-cyanophenol (Aldrich) were added to a complex of TPP and DEAD, (prepared as in Example 5b above, 30 mmol of each) in 100 mL of THF. The reaction was stirred for 16 hr, the solvents were removed under vacuum, and the residue was extracted with hexane and chromatographed on silica gel, eluting with 100:0-85:15 hexane:ethyl acetate to give 2.71 g of the title compound. MS: 303 (M+H)+, 320 (M+NH4)...